This data is from the Open Reaction Database (ORD), a public repository of structured organic reaction records. The task is: describe an organic reaction: reactants, conditions, products, and yield Run in C(Cl)Cl (DCM), C(Cl)Cl (DCM), C(Cl)Cl (DCM). Isolated yield 98.2%. The reactants are FC1=CC=C2C=CNC2=C1C#N (6-Fluoro-1H-indole-7-carbonitrile), C(=O)(C(=O)Cl)Cl ((COCl)2), CN(C)C=O (DMF). As a reaction SMILES: [C:1](Cl)([C:3](Cl)=O)=[O:2].CN(C=O)C.[F:12][C:13]1[C:21]([C:22]#[N:23])=[C:20]2[C:16](C=[CH:18][NH:19]2)=[CH:15][CH:14]=1>C(Cl)Cl>[F:12][C:13]1[C:21]([C:22]#[N:23])=[C:20]2[C:16]([C:3]([CH:1]=[O:2])=[CH:18][NH:19]2)=[CH:15][CH:14]=1. Conditions: time 1 hour. Reported procedure: To a solution of (COCl)2 (2.47 g) in DCM (40 mL) at 0° C. was added a solution of DMF (3 mL) in DCM (20 mL) dropwise. Half an hour later, a solution of 6-fluoro-1H-indole-7-carbonitrile (D141) (2.6 g) in DCM (20 mL) was added. The reaction was allowed to warm to RT to form a yellow precipitate. After 5 hours the solvent was removed by evaporation, and then THF (30 mL) and 2 M aqueous NaOH (30 mL) solution were added to the residue obtained above. After stirring for about 1 h, the organic phase w... The product is FC1=CC=C2C(=CNC2=C1C#N)C=O (6-fluoro-3-formyl-1H-indole-7-carbonitrile). Reactants: anhydrides, C(=O)O (formic acid), C(C)(=O)O (acetic acid), C(=O)O (formic acid), C(C)(=O)OC(C)=O (acetic anhydride), ClC1=CC=C(C=C1)NN=CC=1SC=CC1 (2-thiophenecarbaldehyde-p-chlorophenylhydrazone). The solvent is COCCOC (1,2-dimethoxyethane). Conditions: time 8 hour. Product: C(=O)N(N=CC=1SC=CC1)C1=CC=C(C=C1)Cl (2-thiophenecarbaldehyde-N-formyl-p-chlorophenylhydrazone). Reaction SMILES: [Cl:1][C:2]1[CH:7]=[CH:6][C:5]([NH:8][N:9]=[CH:10][C:11]2[S:12][CH:13]=[CH:14][CH:15]=2)=[CH:4][CH:3]=1.[CH:16](O)=[O:17].C(O)(=O)C.C(OC(=O)C)(=O)C>COCCOC>[CH:16]([N:8]([C:5]1[CH:6]=[CH:7][C:2]([Cl:1])=[CH:3][CH:4]=1)[N:9]=[CH:10][C:11]1[S:12][CH:13]=[CH:14][CH:15]=1)=[O:17]. Reported procedure: 5.29 g of 1 was dissolved in 25 ml of 1,2-dimethoxyethane. The solution was treated with 5.4 g of the mixed anhydrides of formic acid and acetic acid, prepared by mixing the appropriate amounts of formic acid and acetic anhydride, and distilling the product. The resulting mixture was held overnight at room temperature. The solvent was evaporated and the residue was extracted with chloroform. The extract was washed with sodium bicarbonate solution, dried and the solvent evaporated. The residue wa... The reactants are [OH-].[Na+] (sodium hydroxide), C(C)(=O)OC=1C=C(C(=NC1)Cl)Cl (5-acetyloxy-2,3-dichloropyridine). Run in O (water), ice water. Run at temperature 0 celsius, time 1 hour. The product is ClC1=NC=C(C=C1Cl)O (2,3-Dichloro-5-hydroxypyridine). As a reaction SMILES: [OH-].[Na+].C([O:6][C:7]1[CH:8]=[C:9]([Cl:14])[C:10]([Cl:13])=[N:11][CH:12]=1)(=O)C>O>[Cl:13][C:10]1[C:9]([Cl:14])=[CH:8][C:7]([OH:6])=[CH:12][N:11]=1 |f:0.1|. Reported procedure: At 0° C., a solution of 13 g of sodium hydroxide in 80 ml of water was added to 16 g of 5-acetyloxy-2,3-dichloropyridine in 100 ml of ice-water. The mixture was subsequently initially stirred at 0° C. for one hour and then at approximately 20° C. for 17 hours, and the reaction mixture was then washed with 150 ml of ethyl acetate. The mixture was acidified up to a pH of 4-5 by addition of acetic acid and then extracted three times with 100 ml of ethyl acetate each time. The combined organic phase... Reactants: FC1=C(OC=2C(=CC(=C(C(=O)O)C2)C)[N+](=O)[O-])C=CC(=C1)F (5-(2,4-difluorophenoxy)-2-methyl-4-nitrobenzoic acid), P(Cl)(Cl)(Cl)(Cl)Cl (phosphorus pentachloride). The solvent is C1=CC=CC=C1 (benzene). Conditions: time 1 hour. The product is FC1=C(OC=2C(=CC(=C(C(=O)Cl)C2)C)[N+](=O)[O-])C=CC(=C1)F (5-(2,4-difluorophenoxy)-2-methyl-4-nitrobenzoyl chloride). Isolated yield 107.9%. Reaction SMILES: [F:1][C:2]1[CH:21]=[C:20]([F:22])[CH:19]=[CH:18][C:3]=1[O:4][C:5]1[C:6]([N+:15]([O-:17])=[O:16])=[CH:7][C:8]([CH3:14])=[C:9]([CH:13]=1)[C:10](O)=[O:11].P(Cl)(Cl)(Cl)(Cl)[Cl:24]>C1C=CC=CC=1>[F:1][C:2]1[CH:21]=[C:20]([F:22])[CH:19]=[CH:18][C:3]=1[O:4][C:5]1[C:6]([N+:15]([O-:17])=[O:16])=[CH:7][C:8]([CH3:14])=[C:9]([CH:13]=1)[C:10]([Cl:24])=[O:11]. Reported procedure: A mixture of 5-(2,4-difluorophenoxy)-2-methyl-4-nitrobenzoic acid (1.4 g) and phosphorus pentachloride (1 g) in benzene (10 ml) was stirred for 1 hour at room temperature. The mixture was concentrated under reduced pressure to give an oil of 5-(2,4-difluorophenoxy)-2-methyl-4-nitrobenzoyl chloride (1.6 g). A solution of diethyl malonate (0.88 g) and ethanol (0.5 ml) in ether (5 ml) was added dropwise to a stirred solution of magnesium (132 mg), ethanol (0.2 ml), and carbon tetrachloride (0.3 ml)... The reactants are Nc1ccc(Oc2ccnc3[nH]cc(C4CC4)c23)c(F)c1, Nc1nc(Cl)cc(C(F)(F)F)n1, Cl, [Na+], [OH-], O. The product is Nc1nc(Nc2ccc(Oc3ccnc4[nH]cc(C5CC5)c34)c(F)c2)cc(C(F)(F)F)n1. As a reaction SMILES: [CH:1]1([c:4]2[cH:5][nH:6][c:7]3[n:8][cH:9][cH:10][c:11]([O:13][c:14]4[c:15]([F:21])[cH:16][c:17]([NH2:18])[cH:19][cH:20]4)[c:12]23)[CH2:2][CH2:3]1.[Cl:22][c:23]1[n:24][c:25]([NH2:33])[n:26][c:27]([C:29]([F:30])([F:31])[F:32])[cH:28]1.[ClH:34].[Na+:36].[OH-:35].[OH2:37]>>[CH:1]1([c:4]2[cH:5][nH:6][c:7]3[n:8][cH:9][cH:10][c:11]([O:13][c:14]4[c:15]([F:21])[cH:16][c:17]([NH:18][c:23]5[n:24][c:25]([NH2:33])[n:26][c:27]([C:29]([F:30])([F:31])[F:32])[cH:28]5)[cH:19][cH:20]4)[c:12]23)[CH2:2][CH2:3]1. Starting materials: CCCc1c(SCc2ccc(C(OC3CCCCO3)c3cccc(C#N)c3)cc2)ccc(C(C)=O)c1O, CO, O, Cc1ccc(S(=O)(=O)O)cc1. The product is CCCc1c(SCc2ccc(C(O)c3cccc(C#N)c3)cc2)ccc(C(C)=O)c1O. RXN SMILES: [C:13]([CH3:14])(=[O:15])[c:16]1[c:17]([OH:49])[c:18]([CH2:46][CH2:47][CH3:48])[c:19]([S:22][CH2:23][c:24]2[cH:25][cH:26][c:27]([CH:30]([c:31]3[cH:32][c:33]([C:34]#[N:35])[cH:36][cH:37][cH:38]3)[O:39][CH:40]3[CH2:41][CH2:42][CH2:43][CH2:44][O:45]3)[cH:28][cH:29]2)[cH:20][cH:21]1.[CH3:50][OH:51].[OH2:1].[c:2]1([CH3:3])[cH:4][cH:5][c:6]([S:7]([OH:8])(=[O:9])=[O:10])[cH:11][cH:12]1>>[C:13]([CH3:14])(=[O:15])[c:16]1[c:17]([OH:49])[c:18]([CH2:46][CH2:47][CH3:48])[c:19]([S:22][CH2:23][c:24]2[cH:25][cH:26][c:27]([CH:30]([c:31]3[cH:32][c:33]([C:34]#[N:35])[cH:36][cH:37][cH:38]3)[OH:39])[cH:28][cH:29]2)[cH:20][cH:21]1.